This data is from the Open Reaction Database (ORD), a public repository of structured organic reaction records. The task is: describe an organic reaction: reactants, conditions, products, and yield The reactants are [Sn] (Tin), ClC1=CC=2C(C3=CC=CC=C3C(C2C=C1)=O)=O (2-chloroanthraquinone), Cl (hydrochloric acid). Solvent: C(C)(=O)O (acetic acid). Yields the product ClC1=CC=2C(C3=CC=CC=C3CC2C=C1)=O (2-chloroanthrone), ClC=1C=CC=2C(C3=CC=CC=C3CC2C1)=O (3-chloroanthrone). RXN SMILES: [Sn].[Cl:2][C:3]1[CH:16]=[CH:15][C:14]2[C:13](=[O:17])[C:12]3[C:7](=[CH:8][CH:9]=[CH:10][CH:11]=3)[C:6](=[O:18])[C:5]=2[CH:4]=1.Cl>C(O)(=O)C>[Cl:2][C:3]1[CH:16]=[CH:15][C:14]2[CH2:13][C:12]3[C:7](=[CH:8][CH:9]=[CH:10][CH:11]=3)[C:6](=[O:18])[C:5]=2[CH:4]=1.[Cl:2][C:3]1[CH:16]=[CH:15][C:14]2[C:13](=[O:17])[C:12]3[C:7]([CH2:6][C:5]=2[CH:4]=1)=[CH:8][CH:9]=[CH:10][CH:11]=3 |^3:0|. Reported procedure: Tin powder (100 g) and 2-chloroanthraquinone (70 g) were refluxed in acetic acid (500 ml) while concentrated hydrochloric acid (130 ml) was added over a period of 3 hours. The solution was cooled and the product was separated by filtration, and then chromatographed on silica gel, eluting with benzene:ether, so as to afford 2-chloroanthrone and 3-chloroanthrone. The reactants are FC(CO)C=1C=C(CN2CCC3(CN(CCO3)C(=O)C=3N=C(SC3)C(C)C)CC2)C=CC1 ((9-(3-(1-Fluoro-2-hydroxyethyl)benzyl)-1-oxa-4,9-diazaspiro[5.5]undecan-4-yl)(2-isopropylthiazol-4-yl)methanone), CC(=O)OI1(C=2C=CC=CC2C(=O)O1)(OC(=O)C)OC(=O)C (Dess-Martin periodinane), FC(C(=O)O)(F)F (trifluoroacetic acid). Solvent: C(Cl)Cl (DCM), ice water. Conditions: time 5 minute. The product is FC(C=O)C1=CC(=CC=C1)CN1CCC2(CN(CCO2)C(=O)C=2N=C(SC2)C(C)C)CC1 (2-Fluoro-2-(3-((4-(2-isopropylthiazole-4-carbonyl)-1-oxa-4,9-diazaspiro[5.5]undecan-9-yl)methyl)phenyl)acetaldehyde). Reaction SMILES: [F:1][CH:2]([C:5]1[CH:6]=[C:7]([CH:30]=[CH:31][CH:32]=1)[CH2:8][N:9]1[CH2:29][CH2:28][C:12]2([O:17][CH2:16][CH2:15][N:14]([C:18]([C:20]3[N:21]=[C:22]([CH:25]([CH3:27])[CH3:26])[S:23][CH:24]=3)=[O:19])[CH2:13]2)[CH2:11][CH2:10]1)[CH2:3][OH:4].FC(F)(F)C(O)=O.CC(OI1(OC(C)=O)(OC(C)=O)OC(=O)C2C=CC=CC1=2)=O>C(Cl)Cl>[F:1][CH:2]([C:5]1[CH:32]=[CH:31][CH:30]=[C:7]([CH2:8][N:9]2[CH2:29][CH2:28][C:12]3([O:17][CH2:16][CH2:15][N:14]([C:18]([C:20]4[N:21]=[C:22]([CH:25]([CH3:26])[CH3:27])[S:23][CH:24]=4)=[O:19])[CH2:13]3)[CH2:11][CH2:10]2)[CH:6]=1)[CH:3]=[O:4]. Reported procedure: A solution of (9-(3-(1-fluoro-2-hydroxyethyl)benzyl)-1-oxa-4,9-diazaspiro[5.5]undecan-4-yl)(2-isopropylthiazol-4-yl)methanone (example 39, step f) (0.213 g) in DCM (5 mL) was cooled in ice-water and treated with trifluoroacetic acid (0.053 mL) and stirred for 5 minutes. Dess-Martin periodinane (0.296 g) was added and the mixture was removed from the cooling bath and stirred at room temperature for 20 minutes. More Dess-Martin periodinane (0.295 g) was added and the mixture was stirred at room te...